Dataset: the Open Reaction Database (ORD), a public repository of structured organic reaction records. Task: describe an organic reaction: reactants, conditions, products, and yield Starting materials: CN(C)C=O, Nc1nccc(Nc2cc(-c3cc4cccc(C(=O)O)c4[nH]3)c3[nH]ncc3c2)n1, N. The product is NC(=O)c1cccc2cc(-c3cc(Nc4ccnc(N)n4)cc4cn[nH]c34)[nH]c12. RXN SMILES: [CH3:30][N:31]([CH3:32])[CH:33]=[O:34].[NH2:1][c:2]1[n:3][cH:4][cH:5][c:6]([NH:8][c:9]2[cH:10][c:11]3[cH:12][n:13][nH:14][c:15]3[c:16](-[c:18]3[nH:19][c:20]4[c:21]([C:27](=[O:28])[OH:29])[cH:22][cH:23][cH:24][c:25]4[cH:26]3)[cH:17]2)[n:7]1.[NH3:35]>>[NH2:1][c:2]1[n:3][cH:4][cH:5][c:6]([NH:8][c:9]2[cH:10][c:11]3[cH:12][n:13][nH:14][c:15]3[c:16](-[c:18]3[nH:19][c:20]4[c:21]([C:27](=[O:28])[NH2:31])[cH:22][cH:23][cH:24][c:25]4[cH:26]3)[cH:17]2)[n:7]1.